This data is from the Open Reaction Database (ORD), a public repository of structured organic reaction records. The task is: describe an organic reaction: reactants, conditions, products, and yield Procedure details: A solution (2.86 ml.) of methyl magnesium iodide in diethyl ether [prepared, in the manner well known in the art, from methyl iodide (6 g.), magnesium (1.07 g.) and diethyl ether (20 ml.)] was added dropwise to a stirred solution of 6-(7-trimethylsilyloxyheptyl)-7-(3-oxooct-1-enyl)-1,4-dioxaspiro[4,4]nonane (2.1 g.) in diethyl ether (80 ml.) at room temperature. The mixture was stirred for 30 minutes and a further quantity (1.09 ml. ) of the solution of methyl magnesium iodide in diethyl ether w... Solvent: C(C)OCC (diethyl ether), C(C)OCC (diethyl ether), C(C)OCC (diethyl ether), C(C)OCC (diethyl ether). Isolated yield 87.3%. Reaction conditions: time 30 minute. Reactants: C[Si](OCCCCCCCC1C2(OCCO2)CCC1C=CC(CCCCC)=O)(C)C (6-(7-trimethylsilyloxyheptyl)-7-(3-oxooct-1-enyl)-1,4-dioxaspiro[4,4]nonane), CI (methyl iodide), C[Mg]I (methyl magnesium iodide), C[Mg]I (methyl magnesium iodide), [Mg] (magnesium), [Cl-].[NH4+] (ammonium chloride). Reaction SMILES: C[Mg]I.[CH3:4]I.[Mg].[CH3:7][Si:8]([CH3:36])([CH3:35])[O:9][CH2:10][CH2:11][CH2:12][CH2:13][CH2:14][CH2:15][CH2:16][CH:17]1[CH:25]([CH:26]=[CH:27][C:28](=[O:34])[CH2:29][CH2:30][CH2:31][CH2:32][CH3:33])[CH2:24][CH2:23][C:18]21[O:22][CH2:21][CH2:20][O:19]2.[Cl-].[NH4+]>C(OCC)C>[OH:34][C:28]([CH3:4])([CH2:29][CH2:30][CH2:31][CH2:32][CH3:33])[CH:27]=[CH:26][CH:25]1[CH2:24][CH2:23][C:18]2([O:22][CH2:21][CH2:20][O:19]2)[CH:17]1[CH2:16][CH2:15][CH2:14][CH2:13][CH2:12][CH2:11][CH2:10][O:9][Si:8]([CH3:7])([CH3:35])[CH3:36] |f:4.5|. Yields the product OC(C=CC1C(C2(OCCO2)CC1)CCCCCCCO[Si](C)(C)C)(CCCCC)C (7-(3-hydroxy-3-methyloct-1-enyl)-6-(7-trimethylsilyloxyheptyl)-1,4-dioxaspiro[4,4]nonane). Yields the product C(C)(=O)NCC1=CC(=C(C=C1)C1=CC=C(C=C1)C(=O)OC)C (Methyl 4'-acetamidomethyl-2'-methylbiphenyl-4-carboxylate). Reported procedure: Thionyl chloride (0.119 ml, 1.63 mmol) was added dropwise to MeOH (5 ml) at 0° C., followed by a solution of 4'-acetamidomethyl-2'-methylbiphenyl-4-carboxylic acid (D1, 0.345 g, 1.22 mmol) in MeOH (10 ml). The mixture was heated under reflux for 1.5 hr and the solvent removed in vacuo. The residue was dissolved in CH2 Cl2 (30 ml) and washed with aq. Na2CO3 followed by water. The organic extract was dried (Na2SO4) and concentrated in vacuo to give a colourless oil which purified by column chromat... As a reaction SMILES: S(Cl)(Cl)=O.[C:5]([NH:8][CH2:9][C:10]1[CH:15]=[CH:14][C:13]([C:16]2[CH:21]=[CH:20][C:19]([C:22]([OH:24])=[O:23])=[CH:18][CH:17]=2)=[C:12]([CH3:25])[CH:11]=1)(=[O:7])[CH3:6].[CH3:26]O>>[C:5]([NH:8][CH2:9][C:10]1[CH:15]=[CH:14][C:13]([C:16]2[CH:21]=[CH:20][C:19]([C:22]([O:24][CH3:26])=[O:23])=[CH:18][CH:17]=2)=[C:12]([CH3:25])[CH:11]=1)(=[O:7])[CH3:6]. Reactants: C(C)(=O)NCC1=CC(=C(C=C1)C1=CC=C(C=C1)C(=O)O)C (4'-acetamidomethyl-2'-methylbiphenyl-4-carboxylic acid), S(=O)(Cl)Cl (Thionyl chloride), CO (MeOH), CO (MeOH). Reactants: F[B-](F)(F)F, CC#N, [Cl-], C1=C[NH2+]C=N1, [NH4+]. Yields the product F[B-](F)(F)F, C1=C[NH2+]C=N1. Reaction SMILES: [B-:7]([F:8])([F:9])([F:10])[F:11].[CH3:13][C:14]#[N:15].[Cl-:1].[NH2+:2]1[CH:3]=[N:4][CH:5]=[CH:6]1.[NH4+:12]>>[B-:7]([F:8])([F:9])([F:10])[F:11].[N:2]1=[CH:3][NH2+:4][CH:5]=[CH:6]1. The reactants are CC(C)CO, C#Cc1cc(CNC(=O)C=Cc2ccc(C(F)(F)F)nc2Cl)cc(F)c1NS(C)(=O)=O, Cl, [H-], [Na+], CN(C)C=O, O. The product is C#Cc1cc(CNC(=O)C=Cc2ccc(C(F)(F)F)nc2OCC(C)C)cc(F)c1NS(C)(=O)=O. RXN SMILES: [CH3:32][CH:33]([CH2:34][OH:35])[CH3:36].[Cl:1][c:2]1[n:3][c:4]([C:28]([F:29])([F:30])[F:31])[cH:5][cH:6][c:7]1[CH:8]=[CH:9][C:10](=[O:11])[NH:12][CH2:13][c:14]1[cH:15][c:16]([C:26]#[CH:27])[c:17]([NH:21][S:22](=[O:23])(=[O:24])[CH3:25])[c:18]([F:20])[cH:19]1.[ClH:39].[H-:38].[Na+:37].[O:40]=[CH:41][N:42]([CH3:43])[CH3:44].[OH2:45]>>[c:2]1([O:35][CH2:34][CH:33]([CH3:32])[CH3:36])[n:3][c:4]([C:28]([F:29])([F:30])[F:31])[cH:5][cH:6][c:7]1[CH:8]=[CH:9][C:10](=[O:11])[NH:12][CH2:13][c:14]1[cH:15][c:16]([C:26]#[CH:27])[c:17]([NH:21][S:22](=[O:23])(=[O:24])[CH3:25])[c:18]([F:20])[cH:19]1. Starting materials: CC(NC(=O)OCc1ccccc1)C(O)C1(C(=O)OC(C)(C)C)CC1, C1CCOC1, Cc1cccc(C)n1, CC(C)(C)[Si](C)(C)OS(=O)(=O)C(F)(F)F, O. Yields the product CC(NC(=O)OCc1ccccc1)C(O[Si](C)(C)C(C)(C)C)C1(C(=O)OC(C)(C)C)CC1. RXN SMILES: [CH2:1]([c:2]1[cH:3][cH:4][cH:5][cH:6][cH:7]1)[O:8][C:9](=[O:10])[NH:11][CH:12]([CH:13]([OH:14])[C:15]1([C:18](=[O:19])[O:20][C:21]([CH3:22])([CH3:23])[CH3:24])[CH2:16][CH2:17]1)[CH3:25].[CH2:50]1[O:51][CH2:52][CH2:53][CH2:54]1.[CH3:41][c:42]1[n:43][c:44]([CH3:45])[cH:46][cH:47][cH:48]1.[F:26][C:27]([F:28])([F:29])[S:30]([O:31][Si:32]([CH3:33])([CH3:34])[C:35]([CH3:36])([CH3:37])[CH3:38])(=[O:39])=[O:40].[OH2:49]>>[CH2:1]([c:2]1[cH:3][cH:4][cH:5][cH:6][cH:7]1)[O:8][C:9](=[O:10])[NH:11][CH:12]([CH:13]([O:14][Si:32]([CH3:33])([CH3:34])[C:35]([CH3:36])([CH3:37])[CH3:38])[C:15]1([C:18](=[O:19])[O:20][C:21]([CH3:22])([CH3:23])[CH3:24])[CH2:16][CH2:17]1)[CH3:25].